The task is: describe an organic reaction: reactants, conditions, products, and yield. This data is from the Open Reaction Database (ORD), a public repository of structured organic reaction records. The reactants are O[C@@H](CC(=O)OC)CCCCCCCCCCC (methyl (R)-3-hydroxytetradecanoate), BrCC(=O)Br (bromoacetyl bromide), N1=CC=CC=C1 (pyridine). Solvent: hexanes. Yields the product COC(C[C@@H](CCCCCCCCCCC)OC(CBr)=O)=O ((R)-3-[(bromoacetyl)oxy]tetradecanoic acid methyl ester). Isolated yield 89.8%. As a reaction SMILES: [OH:1][C@H:2]([CH2:8][CH2:9][CH2:10][CH2:11][CH2:12][CH2:13][CH2:14][CH2:15][CH2:16][CH2:17][CH3:18])[CH2:3][C:4]([O:6][CH3:7])=[O:5].[Br:19][CH2:20][C:21](Br)=[O:22].N1C=CC=CC=1>>[CH3:7][O:6][C:4](=[O:5])[CH2:3][C@H:2]([O:1][C:21](=[O:22])[CH2:20][Br:19])[CH2:8][CH2:9][CH2:10][CH2:11][CH2:12][CH2:13][CH2:14][CH2:15][CH2:16][CH2:17][CH3:18]. Procedure: To a rapidly-stirred slurry of 1.29 g (4.99 mmol) methyl (R)-3-hydroxytetradecanoate and 0.45 ml (5.2 mmol) bromoacetyl bromide in 25 ml hexanes at 0° C. in a flame-dried flask under N2 was added 0.42 ml (5.2 mmol)pyridine all at once. The mixture was removed from the cold bath for 30 min. The mixture was suction filtered through celite, washing with 75 ml ether. The filtrate was washed with 2×100 ml H2O and with 50 ml 10% NaHCO3. The ether was dried over MgSO4 and removed by rotary evaporation,... The reactants are C(C)(C)(C)OC(=O)N1C=C(C=2C1=NC=C(C2)Br)C(C2=CC(=CC=C2)OC)=O (5-bromo-3-(3-methoxy-benzoyl)-pyrrolo[2,3-b]pyridine-1-carboxlic acid tert-butyl ester), C([O-])([O-])=O.[K+].[K+] (Potassium carbonate), S1C=C(C=C1)B(O)O (3-thiophene boronic acid), C1CCOC1 (THF). The reagents and catalysts are C=1C=CC(=CC1)[P](C=2C=CC=CC2)(C=3C=CC=CC3)[Pd]([P](C=4C=CC=CC4)(C=5C=CC=CC5)C=6C=CC=CC6)([P](C=7C=CC=CC7)(C=8C=CC=CC8)C=9C=CC=CC9)[P](C=1C=CC=CC1)(C=1C=CC=CC1)C=1C=CC=CC1 (tetrakis(triphenylphosphine)palladium). Solvent: O (water). Conditions: temperature 70 celsius, time 8 hour. Yields the product C(C)(C)(C)OC(=O)N1C=C(C=2C1=NC=C(C2)C2=CSC=C2)C(C2=CC(=CC=C2)OC)=O (3-(3-Methoxy-benzoyl)-5-thiophen-3-yl-pyrrolo[2,3-b]pyridine-1-carboxylic acid tert-butyl ester). RXN SMILES: [C:1]([O:5][C:6]([N:8]1[C:12]2=[N:13][CH:14]=[C:15](Br)[CH:16]=[C:11]2[C:10]([C:18](=[O:27])[C:19]2[CH:24]=[CH:23][CH:22]=[C:21]([O:25][CH3:26])[CH:20]=2)=[CH:9]1)=[O:7])([CH3:4])([CH3:3])[CH3:2].C(=O)([O-])[O-].[K+].[K+].[S:34]1[CH:38]=[CH:37][C:36](B(O)O)=[CH:35]1.C1COCC1>C1C=CC([P]([Pd]([P](C2C=CC=CC=2)(C2C=CC=CC=2)C2C=CC=CC=2)([P](C2C=CC=CC=2)(C2C=CC=CC=2)C2C=CC=CC=2)[P](C2C=CC=CC=2)(C2C=CC=CC=2)C2C=CC=CC=2)(C2C=CC=CC=2)C2C=CC=CC=2)=CC=1.O>[C:1]([O:5][C:6]([N:8]1[C:12]2=[N:13][CH:14]=[C:15]([C:36]3[CH:37]=[CH:38][S:34][CH:35]=3)[CH:16]=[C:11]2[C:10]([C:18](=[O:27])[C:19]2[CH:24]=[CH:23][CH:22]=[C:21]([O:25][CH3:26])[CH:20]=2)=[CH:9]1)=[O:7])([CH3:4])([CH3:3])[CH3:2] |f:1.2.3,^1:50,52,71,90|. Procedure: Azaindole 26 (33 mg, 0.00076 mol), Potassium carbonate (44 mg, 0.00032 mol), 3-thiophene boronic acid (20 mg, 0.0002 mol), THF (7 mL), water (1.5 mL), and tetrakis(triphenylphosphine)palladium (0) (5 mg, 0.000004 mol) were added to a round bottom flask. The reaction mixture was stirred under nitrogen at 70° C. for overnight. The solvent was removed and the resulting residue was dissolved in EtOAc, washed with brine, dried over MgSO4 and concentrated. The desired product was purified by silica ge... Starting materials: C(C)(=O)O (Acetic acid), [OH-].[Na+] (sodium hydroxide), N1(CCC1)C(=O)C=1N=CC(=NC1)OC=1C=C(C(=O)OC)C=C(C1)O[C@H](COC)C (methyl 3-{[5-(azetidin-1-ylcarbonyl)pyrazin-2-yl]oxy}-5-[(1S)-2-methoxy-1-methylethoxy]benzoate), [OH-].[Na+] (Sodium hydroxide), Cl (hydrochloric acid), [OH-].[Na+] (sodium hydroxide), C(C)(=O)O (Acetic acid). Run in CN1C(CCC1)=O (N-methylpyrrolidinone), O (water), O (Water). Reaction conditions: temperature 10 celsius, time 4 hour. Product: N1(CCC1)C(=O)C=1N=CC(=NC1)OC=1C=C(C(=O)O)C=C(C1)O[C@H](COC)C (3-{[5-(azetidin-1-ylcarbonyl)pyrazin-2-yl]oxy}-5-[(1S)-2-methoxy-1-methylethoxy]benzoic acid). RXN SMILES: [N:1]1([C:5]([C:7]2[N:8]=[CH:9][C:10]([O:13][C:14]3[CH:15]=[C:16]([CH:21]=[C:22]([O:24][C@@H:25]([CH3:29])[CH2:26][O:27][CH3:28])[CH:23]=3)[C:17]([O:19]C)=[O:18])=[N:11][CH:12]=2)=[O:6])[CH2:4][CH2:3][CH2:2]1.[OH-].[Na+].C(O)(=O)C.Cl>O.CN1CCCC1=O>[N:1]1([C:5]([C:7]2[N:8]=[CH:9][C:10]([O:13][C:14]3[CH:15]=[C:16]([CH:21]=[C:22]([O:24][C@@H:25]([CH3:29])[CH2:26][O:27][CH3:28])[CH:23]=3)[C:17]([OH:19])=[O:18])=[N:11][CH:12]=2)=[O:6])[CH2:4][CH2:3][CH2:2]1 |f:1.2|. Reported procedure: To a flask was added methyl 3-{[5-(azetidin-1-ylcarbonyl)pyrazin-2-yl]oxy}-5-[(1S)-2-methoxy-1-methylethoxy]benzoate (1.0 eq) and N-methylpyrrolidinone (7.6 vols). The contents of the flask were cooled to 10° C. Water (3.9 vols) was added, and the mixture then cooled to approximately −15° C. Sodium hydroxide (1.5 eq) was dissolved in water (2.3 vols), and the sodium hydroxide solution added slowly to the flask over one hour, maintaining the reaction temperature below −10° C. The sodium hydroxide... The reactants are CC1(OC2=C(C1C1=CC=C(C=C1)C)C(=C(C(=C2C)C)N)C)C (2,2,4,6,7-pentamethyl-3-(4-methylphenyl)-2,3-dihydro-1-benzofuran-5-amine), COC=1C=C(C(=O)Cl)C=CC1OC (3,4-dimethoxybenzoyl chloride). Solvent: C(C)(=O)OCC.CCCCCC (Ethyl acetate hexane). Product: COC=1C=C(C(=O)NC=2C(=C(C3=C(C(C(O3)(C)C)C3=CC=C(C=C3)C)C2C)C)C)C=CC1OC (3,4-Dimethoxy-N-[2,2,4,6,7-pentamethyl-3-(4-methylphenyl)-2,3-dihydro-1-benzofuran-5-yl]benzamide). Isolated yield 90.0%. As a reaction SMILES: [CH3:1][C:2]1([CH3:22])[CH:6]([C:7]2[CH:12]=[CH:11][C:10]([CH3:13])=[CH:9][CH:8]=2)[C:5]2[C:14]([CH3:21])=[C:15]([NH2:20])[C:16]([CH3:19])=[C:17]([CH3:18])[C:4]=2[O:3]1.[CH3:23][O:24][C:25]1[CH:26]=[C:27]([CH:31]=[CH:32][C:33]=1[O:34][CH3:35])[C:28](Cl)=[O:29]>C(OCC)(=O)C.CCCCCC>[CH3:23][O:24][C:25]1[CH:26]=[C:27]([CH:31]=[CH:32][C:33]=1[O:34][CH3:35])[C:28]([NH:20][C:15]1[C:16]([CH3:19])=[C:17]([CH3:18])[C:4]2[O:3][C:2]([CH3:22])([CH3:1])[CH:6]([C:7]3[CH:8]=[CH:9][C:10]([CH3:13])=[CH:11][CH:12]=3)[C:5]=2[C:14]=1[CH3:21])=[O:29] |f:2.3|. Reported procedure: By using 2,2,4,6,7-pentamethyl-3-(4-methylphenyl)-2,3-dihydro-1-benzofuran-5-amine and 3,4-dimethoxybenzoyl chloride, the title compound was synthesized according to Example 1b. Yield: 90%. Melting point: 169-171° C. (Ethyl acetate-hexane).